Dataset: the Open Reaction Database (ORD), a public repository of structured organic reaction records. Task: describe an organic reaction: reactants, conditions, products, and yield The reactants are O (H2O), OCCCCC1(C=CCCC1)CC(=O)N(C)C (2-[1-(4-hydroxybutyl)-cyclohex-2-enyl]-N,N-dimethyl-acetamide), ( 6 ), [Cr](=O)(=O)([O-])O[Cr](=O)(=O)[O-].[NH+]1=CC=CC=C1.[NH+]1=CC=CC=C1 (pyridinium dichromate). Solvent: CN(C)C=O (DMF). Reaction conditions: time 24 hour. Product: CN(C(=O)CC1(C=CCCC1)CCCC(=O)O)C (4-(1-dimethylcarbamoylmethyl-cyclohex-2-enyl)-butyric acid). RXN SMILES: [OH:1][CH2:2][CH2:3][CH2:4][CH2:5][C:6]1([CH2:12][C:13]([N:15]([CH3:17])[CH3:16])=[O:14])[CH2:11][CH2:10][CH2:9][CH:8]=[CH:7]1.[Cr](O[Cr]([O-])(=O)=O)([O-])(=O)=[O:19].[NH+]1C=CC=CC=1.[NH+]1C=CC=CC=1.O>CN(C=O)C>[CH3:17][N:15]([CH3:16])[C:13]([CH2:12][C:6]1([CH2:5][CH2:4][CH2:3][C:2]([OH:19])=[O:1])[CH2:11][CH2:10][CH2:9][CH:8]=[CH:7]1)=[O:14] |f:1.2.3|. Reported procedure: To a solution of the relevant 2-[1-(4-hydroxybutyl)-cyclohex-2-enyl]-N,N-dimethyl-acetamide isomer (6) or (6′) (13.7 g, 57.1 mmol) in DMF (200 mL) was added pyridinium dichromate (65.3 g, 241.0 mmol) and the mixture stirred at room temperature for 24 hours. The reaction mixture was poured into H2O (200 mL) and extracted with EtOAc (5×). The combined organic layers were washed with a saturated NaCl solution and dried over anhydrous MgSO4. The solvent was removed in vacuo, the residual DMF was rem... Starting materials: Nc1cccc(Br)c1, CCOC(C)O, COc1cc2c(Cl)c(C#N)cnc2c(OC)c1OC, [Na+], [Na+], O=C([O-])[O-], O. Yields the product COc1cc2c(Nc3cccc(Br)c3)c(C#N)cnc2c(OC)c1OC. Reaction SMILES: [Br:20][c:21]1[cH:22][c:23]([NH2:24])[cH:25][cH:26][cH:27]1.[CH2:28]([O:29][CH:30]([OH:31])[CH3:32])[CH3:33].[Cl:1][c:2]1[c:3]([C:18]#[N:19])[cH:4][n:5][c:6]2[c:7]([O:16][CH3:17])[c:8]([O:14][CH3:15])[c:9]([O:12][CH3:13])[cH:10][c:11]12.[Na+:34].[Na+:35].[O-:36][C:37](=[O:38])[O-:39].[OH2:40]>>[c:2]1([NH:24][c:23]2[cH:22][c:21]([Br:20])[cH:27][cH:26][cH:25]2)[c:3]([C:18]#[N:19])[cH:4][n:5][c:6]2[c:7]([O:16][CH3:17])[c:8]([O:14][CH3:15])[c:9]([O:12][CH3:13])[cH:10][c:11]12. Reactants: C#CCBr, CS(C)=O, Cn1nc(-c2cc3c(cc2F)NC(=O)CO3)c(Cl)c1C(F)(F)F, O. Reaction SMILES: [CH2:24]([C:25]#[CH:26])[Br:27].[CH3:28][S:29]([CH3:30])=[O:31].[Cl:1][c:2]1[c:3](-[c:12]2[cH:13][c:14]3[c:15]([cH:21][c:22]2[F:23])[NH:16][C:17](=[O:20])[CH2:18][O:19]3)[n:4][n:5]([CH3:11])[c:6]1[C:7]([F:8])([F:9])[F:10].[OH2:32]>>[Cl:1][c:2]1[c:3](-[c:12]2[cH:13][c:14]3[c:15]([cH:21][c:22]2[F:23])[N:16]([CH2:26][C:25]#[CH:24])[C:17](=[O:20])[CH2:18][O:19]3)[n:4][n:5]([CH3:11])[c:6]1[C:7]([F:8])([F:9])[F:10]. Yields the product C#CCN1C(=O)COc2cc(-c3nn(C)c(C(F)(F)F)c3Cl)c(F)cc21. Starting materials: O=C1Nc2cccnc2N(C(=O)Cl)c2ccccc21, Cl, C1CCN(CCC2CNCCO2)CC1. Product: O=C1Nc2cccnc2N(C(=O)N2CCOC(CCN3CCCCC3)C2)c2ccccc21. As a reaction SMILES: [Cl:1][C:2](=[O:3])[N:4]1[c:5]2[c:6]([cH:16][cH:17][cH:18][n:19]2)[NH:7][C:8](=[O:15])[c:9]2[c:10]1[cH:11][cH:12][cH:13][cH:14]2.[ClH:34].[N:20]1([CH2:26][CH2:27][CH:28]2[O:29][CH2:30][CH2:31][NH:32][CH2:33]2)[CH2:21][CH2:22][CH2:23][CH2:24][CH2:25]1>>[C:2](=[O:3])([N:4]1[c:5]2[c:6]([cH:16][cH:17][cH:18][n:19]2)[NH:7][C:8](=[O:15])[c:9]2[c:10]1[cH:11][cH:12][cH:13][cH:14]2)[N:32]1[CH2:31][CH2:30][O:29][CH:28]([CH2:27][CH2:26][N:20]2[CH2:21][CH2:22][CH2:23][CH2:24][CH2:25]2)[CH2:33]1. Reactants: C(=O)(O)C=1C=C2CC(NC2=CC1)=O (5-Carboxyoxindol), C1CCC(CC1)N=C=NC2CCCCC2 (DCC), C(C1=CC=CC=C1)N1CCNCC1 (benzylpiperazine). Run in O1CCOCC1 (dioxane). Reaction conditions: time 5 hour. Yields the product C(C1=CC=CC=C1)N1CCN(CC1)C(=O)C=1C=C2CC(NC2=CC1)=O (5-(4-benzyl-1-piperazinylcarbonyl)oxindol). Yield: 17.0%. As a reaction SMILES: [C:1]([C:4]1[CH:5]=[C:6]2[C:10](=[CH:11][CH:12]=1)[NH:9][C:8](=[O:13])[CH2:7]2)([OH:3])=O.C1CCC(N=C=NC2CCCCC2)CC1.[CH2:29]([N:36]1[CH2:41][CH2:40][NH:39][CH2:38][CH2:37]1)[C:30]1[CH:35]=[CH:34][CH:33]=[CH:32][CH:31]=1>O1CCOCC1>[CH2:29]([N:36]1[CH2:41][CH2:40][N:39]([C:1]([C:4]2[CH:5]=[C:6]3[C:10](=[CH:11][CH:12]=2)[NH:9][C:8](=[O:13])[CH2:7]3)=[O:3])[CH2:38][CH2:37]1)[C:30]1[CH:31]=[CH:32][CH:33]=[CH:34][CH:35]=1. Procedure details: 5-Carboxyoxindol (0.93 g), 1.3 g of DCC, and 1.1 g of benzylpiperazine were suspended in 10 ml of dioxane, and the suspension was stirred at 60° to 70° C. for 5 hours. After completion of reaction, the solvent was distilled off and ethyl ether was added to the residue and crystals which precipitated were filtered off. After concentrating the filtrate, the residue was dissolved with an addition of chloroform. The solution was washed with water and a saturated saline solution. After drying over an... The reactants are O[C@H](CCOC1=NC(=NC2=CC=CC=C12)N1CCNCC1)CO (4-[(3R)-(3,4-dihydroxybutan-1-yl)oxy]-2-(1-piperazinyl)quinazoline), Cl.CO (HCl methanol). Solvent: CO (methanol). The product is Cl.O[C@H](CCOC1=NC(=NC2=CC=CC=C12)N1CCNCC1)CO (4-[(3R)-(3,4-dihydroxybutan-1-yl)oxy]-2-(1-piperazinyl)quinazoline monohydrochloride). As a reaction SMILES: [OH:1][C@@H:2]([CH2:22][OH:23])[CH2:3][CH2:4][O:5][C:6]1[C:15]2[C:10](=[CH:11][CH:12]=[CH:13][CH:14]=2)[N:9]=[C:8]([N:16]2[CH2:21][CH2:20][NH:19][CH2:18][CH2:17]2)[N:7]=1.[ClH:24].CO>CO>[ClH:24].[OH:1][C@@H:2]([CH2:22][OH:23])[CH2:3][CH2:4][O:5][C:6]1[C:15]2[C:10](=[CH:11][CH:12]=[CH:13][CH:14]=2)[N:9]=[C:8]([N:16]2[CH2:17][CH2:18][NH:19][CH2:20][CH2:21]2)[N:7]=1 |f:1.2,4.5|. Procedure: To a solution of 4-[(3R)-(3,4-dihydroxybutan-1-yl)oxy]-2-(1-piperazinyl)quinazoline (cf. Example 59) (1.90 g) in methanol (38 ml) is added 2N HCl-methanol (3.59 ml), and the mixture is evaporated to dryness under reduced pressure. The resulting residue is washed with acetone and recrystallized from methanol-acetone to give 4-[(3R)-(3,4-dihydroxybutan-1-yl)oxy]-2-(1-piperazinyl)quinazoline monohydrochloride (1.61 g) as crystals. Starting materials: CC(C)(C)O, CN(C)CCSc1nc2ccccc2cc1-c1ccc(C#N)cc1, Cl, [K+], [OH-], O. Yields the product CN(C)CCSc1nc2ccccc2cc1-c1ccc(C(N)=O)cc1, Cl. As a reaction SMILES: [C:26]([CH3:27])([CH3:28])([CH3:29])[OH:30].[C:2](#[N:3])[c:4]1[cH:5][cH:6][c:7](-[c:10]2[c:11]([S:20][CH2:21][CH2:22][N:23]([CH3:24])[CH3:25])[n:12][c:13]3[cH:14][cH:15][cH:16][cH:17][c:18]3[cH:19]2)[cH:8][cH:9]1.[ClH:1].[K+:32].[OH-:31].[OH2:33]>>[C:2]([NH2:3])([c:4]1[cH:5][cH:6][c:7](-[c:10]2[c:11]([S:20][CH2:21][CH2:22][N:23]([CH3:24])[CH3:25])[n:12][c:13]3[cH:14][cH:15][cH:16][cH:17][c:18]3[cH:19]2)[cH:8][cH:9]1)=[O:30].[ClH:1]. Reactants: C(C)(=O)O.OC[C@]12CCC(C=C1CC[C@H]1[C@@H]3CCC([C@@]3(C)CC[C@H]21)=O)=O (19-hydroxyandrost-4-ene-3,17-dione acetate), [H-].C(C)(C)(C)O[Al](OC(C)(C)C)OC(C)(C)C.[Li+] (lithium tri-t-butoxyaluminum hydride), C(=O)([O-])C(O)C(O)C(=O)[O-].[K+].[Na+] (sodium potassium tartrate), resultant solution. Run in O1CCCC1 (tetrahydrofuran), O1CCCC1 (tetrahydrofuran). Yields the product C(C)(=O)OC[C@]12CC[C@@H](C=C1CC[C@H]1[C@@H]3CC[C@@H]([C@@]3(C)CC[C@H]21)O)O (androst-4-ene-3β,17β,19-triol 19-acetate). RXN SMILES: [C:1]([OH:4])(=[O:3])[CH3:2].O[CH2:6][C@@:7]12[C@@H:24]3[C@H:15]([C@H:16]4[C@@:20]([CH2:22][CH2:23]3)([CH3:21])[C:19](=[O:25])[CH2:18][CH2:17]4)[CH2:14][CH2:13][C:12]1=[CH:11][C:10](=[O:26])[CH2:9][CH2:8]2.[H-].C(O[Al](OC(C)(C)C)OC(C)(C)C)(C)(C)C.[Li+].C(C(C(C([O-])=O)O)O)([O-])=O.[K+].[Na+]>O1CCCC1>[C:1]([O:4][CH2:6][C@@:7]12[C@@H:24]3[C@H:15]([C@H:16]4[C@@:20]([CH2:22][CH2:23]3)([CH3:21])[C@@H:19]([OH:25])[CH2:18][CH2:17]4)[CH2:14][CH2:13][C:12]1=[CH:11][C@@H:10]([OH:26])[CH2:9][CH2:8]2)(=[O:3])[CH3:2] |f:0.1,2.3.4,5.6.7|. Procedure: A tetrahydrofuran solution of 19-hydroxyandrost-4-ene-3,17-dione acetate is added to lithium tri-t-butoxyaluminum hydride in tetrahydrofuran and the resultant solution stirred overnight at room temperature. An aqueous solution of sodium potassium tartrate is added with stirring until a readily filterable precipitate forms. The filtrate is concentrated under reduced pressure and diluted with ether. The resulting solution is washed with water, dried over magnesium sulfate, and the ether removed un... The reactants are C(C#CC)O (2-butyn-1-ol), [H-].[Na+] (sodium hydride), [Cl-].[NH4+] (ammonium chloride), ClC1=NC=NC(=C1)CC1=CC(=CC=C1)F (4-chloro-6-(3-fluorobenzyl)pyrimidine). The solvent is O1CCCC1 (tetrahydrofuran), O1CCCC1 (tetrahydrofuran), O1CCCC1 (tetrahydrofuran). The product is C(C#CC)OC1=NC=NC(=C1)CC1=CC(=CC=C1)F (4-(2-butynyloxy)-6-(3-fluorobenzyl)pyrimidine). The yield is 91.2%. RXN SMILES: [H-].[Na+].[CH2:3]([OH:7])[C:4]#[C:5][CH3:6].Cl[C:9]1[CH:14]=[C:13]([CH2:15][C:16]2[CH:21]=[CH:20][CH:19]=[C:18]([F:22])[CH:17]=2)[N:12]=[CH:11][N:10]=1.[Cl-].[NH4+]>O1CCCC1>[CH2:3]([O:7][C:9]1[CH:14]=[C:13]([CH2:15][C:16]2[CH:21]=[CH:20][CH:19]=[C:18]([F:22])[CH:17]=2)[N:12]=[CH:11][N:10]=1)[C:4]#[C:5][CH3:6] |f:0.1,4.5|. Procedure details: In 2 ml of tetrahydrofuran was suspended 0.05 g of sodium hydride (60% in oil), to which 0.6 ml of a tetrahydrofuran solution containing 0.08 g of 2-butyn-1-ol was slowly added dropwise with stirring at room temperature. The mixture was stirred at room temperature for 20 minutes, to which 0.6 ml of a tetrahydrofuran solution containing 0.2 g of 4-chloro-6-(3-fluorobenzyl)pyrimidine was slowly added dropwise at room temperature, followed by stirring for 4 hours. The reaction mixture was then pour... Starting materials: C1=CC=CC1 (cyclopentadiene), C(CC(=O)[O-])(=O)[O-] (malonate), Cl (HCl), C1=CC=CC1 (cyclopentadiene), C(CC(=O)OCC)(=O)OCC (diethyl malonate), [Na] (sodium), C(CC(=O)[O-])(=O)[O-] (malonate), C(CC(=O)[O-])(=O)[O-] (malonate), [Cl-] (chloride), Cl (HCl). Run in C(C)O (ethanol). Run at time 17 hour. Yields the product C1(=CCCC1)C(C(=O)OCC)C(=O)OCC (Diethyl cyclopentenylmalonate). RXN SMILES: [CH:1]1[CH2:5][CH:4]=[CH:3][CH:2]=1.Cl.[C:7]([O:15][CH2:16][CH3:17])(=[O:14])[CH2:8][C:9]([O:11][CH2:12][CH3:13])=[O:10].[Na].[Cl-].C([O-])(=O)CC([O-])=O>C(O)C>[C:2]1([CH:8]([C:9]([O:11][CH2:12][CH3:13])=[O:10])[C:7]([O:15][CH2:16][CH3:17])=[O:14])[CH2:1][CH2:5][CH2:4][CH:3]=1 |^1:17|. Procedure: To 174 g (2.63 mol) of freshly depolymerized cyclopentadiene, cooled and maintained at -78 C., was added 87.5 g (2.50 mol) gaseous HCl. Meanwhile, 152 mL (1.0 mol) diethyl malonate was added to a solution of 21.4 g (0.93 mol) sodium in 400 mL absolute ethanol. After HCl addition to the cyclopentadiene was complete, the crude yellow chloride, maintained at -78 C., was added in 1 mL portions to the malonate solution. With addition of each 1 ml portion of the malonate solution, considerable heat wa...